describe an organic reaction: reactants, conditions, products, and yield From a dataset of the Open Reaction Database (ORD), a public repository of structured organic reaction records. Starting materials: CC1=NOC(=C1C(CCCC1=CC=CC=C1)O)C1=CC=C(C=C1)B1OC(C(O1)(C)C)(C)C (1-{3-methyl-5-[4-(4,4,5,5-tetramethyl-[1,3,2]dioxaborolan-2-yl)-phenyl]-isoxazol-4-yl}-4-phenyl-butan-1-ol), COC(CCC(=O)C1=CC=C(C=C1)Br)=O (4-(4-bromo-phenyl)-4-oxo-butyric acid methyl ester). Yields the product COC(CCC(=O)C1=CC=C(C=C1)C1=CC=C(C=C1)C1=C(C(=NO1)C)C(CCCC1=CC=CC=C1)O)=O (4-{4′-[4-(1-Hydroxy-4-phenyl-butyl)-3-methyl-isoxazol-5-yl]-biphenyl-4-yl}-4-oxo-butyric acid methyl ester). As a reaction SMILES: [CH3:1][C:2]1[C:6]([CH:7]([OH:17])[CH2:8][CH2:9][CH2:10][C:11]2[CH:16]=[CH:15][CH:14]=[CH:13][CH:12]=2)=[C:5]([C:18]2[CH:23]=[CH:22][C:21](B3OC(C)(C)C(C)(C)O3)=[CH:20][CH:19]=2)[O:4][N:3]=1.[CH3:33][O:34][C:35](=[O:47])[CH2:36][CH2:37][C:38]([C:40]1[CH:45]=[CH:44][C:43](Br)=[CH:42][CH:41]=1)=[O:39]>>[CH3:33][O:34][C:35](=[O:47])[CH2:36][CH2:37][C:38]([C:40]1[CH:41]=[CH:42][C:43]([C:21]2[CH:20]=[CH:19][C:18]([C:5]3[O:4][N:3]=[C:2]([CH3:1])[C:6]=3[CH:7]([OH:17])[CH2:8][CH2:9][CH2:10][C:11]3[CH:16]=[CH:15][CH:14]=[CH:13][CH:12]=3)=[CH:23][CH:22]=2)=[CH:44][CH:45]=1)=[O:39]. Reported procedure: Prepared according to the procedure described in Example 1, Step 7, using 1-{3-methyl-5-[4-(4,4,5,5-tetramethyl-[1,3,2]dioxaborolan-2-yl)-phenyl]-isoxazol-4-yl}-4-phenyl-butan-1-ol and 4-(4-bromo-phenyl)-4-oxo-butyric acid methyl ester. Run at temperature 60 celsius, time 10 minute. Starting materials: Cl.ClC1=CC=C(C=C1)CC(=N)N (2-(4-chloro-phenyl)acetamidine hydrochloride), C(C)OC(C(C(=O)OCC)NC(C1=CC(=CC=C1)F)=O)=O (2-(3-fluoro-benzoylamino)-malonic acid diethyl ester). Isolated yield 129.0%. As a reaction SMILES: Cl.[Cl:2][C:3]1[CH:8]=[CH:7][C:6]([CH2:9][C:10]([NH2:12])=[NH:11])=[CH:5][CH:4]=1.C([O:15][C:16](=O)[CH:17]([NH:23][C:24](=[O:32])[C:25]1[CH:30]=[CH:29][CH:28]=[C:27]([F:31])[CH:26]=1)[C:18](OCC)=[O:19])C>C(O)C>[ClH:2].[Cl:2][C:3]1[CH:4]=[CH:5][C:6]([CH2:9][C:10]2[N:12]=[C:16]([OH:15])[C:17]([NH:23][C:24](=[O:32])[C:25]3[CH:30]=[CH:29][CH:28]=[C:27]([F:31])[CH:26]=3)=[C:18]([OH:19])[N:11]=2)=[CH:7][CH:8]=1 |f:0.1,4.5|. Procedure details: 2.25 g of sodium were dissolved in 140 ml of ethanol at 60° C. to give a solution of sodium ethoxide. 6.9 g of 2-(4-chloro-phenyl)acetamidine hydrochloride were added while the temperature was maintained at 60° C. The mixture was stirred for 10 min, and then a solution of 10 g of 2-(3-fluoro-benzoylamino)-malonic acid diethyl ester in 20 ml of ethanol was added. The reaction mixture was stirred at 60° C. for 3 h and then evaporated to dryness. The residue was dissolved in the minimum amount of w... The solvent is C(C)O (ethanol). The product is Cl.ClC1=CC=C(CC2=NC(=C(C(=N2)O)NC(C2=CC(=CC=C2)F)=O)O)C=C1 (N-[2-(4-Chloro-benzyl)-4,6-dihydroxy-pyrimidin-5-yl]-3-fluoro-benzamide hydrochloride).